Task: describe an organic reaction: reactants, conditions, products, and yield. Dataset: the Open Reaction Database (ORD), a public repository of structured organic reaction records Reactants: C(C)(=O)O[BH-](OC(C)=O)OC(C)=O.[Na+] (Sodium triacetoxyborohydride), C(C)(=O)O (Acetic acid), C(C)(C)C=1SC=C(N1)C(=O)N1CCOC2(C1)CCN(CC2)CCCCCCCC(C=O)(C)C (9-(4-(2-Isopropylthiazole-4-carbonyl)-1-oxa-4,9-diazaspiro[5.5]undecan-9-yl)-2,2-dimethylnonanal), C(C)(=O)O.NC[C@H](O)C1=CC=C(C=2NC(SC21)=O)O (7-[(1R)-2-Amino-1-hydroxy-ethyl]-4-hydroxy-3H-benzothiazol-2-one, acetate salt). Solvent: CO (methanol). Conditions: temperature 0 celsius, time 5 minute. The product is C(=O)O.OC1=CC=C(C2=C1NC(S2)=O)[C@H](CNCC(CCCCCCCN2CCC1(CN(CCO1)C(=O)C=1N=C(SC1)C(C)C)CC2)(C)C)O ((R)-4-Hydroxy-7-(1-hydroxy-2-(9-(4-(2-isopropylthiazole-4-carbonyl)-1-oxa-4,9-diazaspiro[5.5]undecan-9-yl)-2,2-dimethylnonylamino)ethyl)benzo[d]thiazol-2(3H)-one formate). RXN SMILES: [C:1]([OH:4])(=[O:3])C.[CH:5]([C:8]1[S:9][CH:10]=[C:11]([C:13]([N:15]2[CH2:20][C:19]3([CH2:25][CH2:24][N:23]([CH2:26][CH2:27][CH2:28][CH2:29][CH2:30][CH2:31][CH2:32][C:33]([CH3:37])([CH3:36])[CH:34]=O)[CH2:22][CH2:21]3)[O:18][CH2:17][CH2:16]2)=[O:14])[N:12]=1)([CH3:7])[CH3:6].C(O)(=O)C.[NH2:42][CH2:43][C@@H:44]([C:46]1[C:54]2[S:53][C:52](=[O:55])[NH:51][C:50]=2[C:49]([OH:56])=[CH:48][CH:47]=1)[OH:45].C(O[BH-](OC(=O)C)OC(=O)C)(=O)C.[Na+]>CO>[CH:1]([OH:4])=[O:3].[OH:56][C:49]1[C:50]2[NH:51][C:52](=[O:55])[S:53][C:54]=2[C:46]([C@@H:44]([OH:45])[CH2:43][NH:42][CH2:37][C:33]([CH3:34])([CH3:36])[CH2:32][CH2:31][CH2:30][CH2:29][CH2:28][CH2:27][CH2:26][N:23]2[CH2:22][CH2:21][C:19]3([O:18][CH2:17][CH2:16][N:15]([C:13]([C:11]4[N:12]=[C:8]([CH:5]([CH3:7])[CH3:6])[S:9][CH:10]=4)=[O:14])[CH2:20]3)[CH2:25][CH2:24]2)=[CH:47][CH:48]=1 |f:2.3,4.5,7.8|. Procedure details: Acetic acid (0.066 mL) was added to a mixture of 9-(4-(2-isopropylthiazole-4-carbonyl)-1-oxa-4,9-diazaspiro[5.5]undecan-9-yl)-2,2-dimethylnonanal (example 103, step d) (0.4 g) and (R)-7-(2-amino-1-hydroxyethyl)-4-hydroxybenzo[d]thiazol-2(3H)-one hydrochloride (WO2007027134, example 1, step d) (0.3 g) with 3 Å molecular sieves in anhydrous methanol (10 mL). The mixture was stirred for 5 min then cooled to 0° C. Sodium triacetoxyborohydride (0.16 g) was added and the resulting mixture stirred at R... Starting materials: P(Br)(Br)Br (Phosphorus tribromide), COC=1C=C2C(=NC=NC2=CC1OC)N1CCC(CC1)CCO (1-(6,7-dimethoxyquinazolin-4-yl)-4-(2-hydroxyethyl)piperidine). Run in C(C)O (ethanol), C(C)N(CC)CC (triethylamine). Run at time 16 hour. Product: COC=1C=C2C(=NC=NC2=CC1OC)N1CCC(CC1)CCBr (1-(6,7-dimethoxyquinazoline-4-yl)-4-(2-bromoethyl) piperidine). Reaction SMILES: P(Br)(Br)[Br:2].[CH3:5][O:6][C:7]1[CH:8]=[C:9]2[C:14](=[CH:15][C:16]=1[O:17][CH3:18])[N:13]=[CH:12][N:11]=[C:10]2[N:19]1[CH2:24][CH2:23][CH:22]([CH2:25][CH2:26]O)[CH2:21][CH2:20]1>C(O)C.C(N(CC)CC)C>[CH3:5][O:6][C:7]1[CH:8]=[C:9]2[C:14](=[CH:15][C:16]=1[O:17][CH3:18])[N:13]=[CH:12][N:11]=[C:10]2[N:19]1[CH2:24][CH2:23][CH:22]([CH2:25][CH2:26][Br:2])[CH2:21][CH2:20]1. Reported procedure: Phosphorus tribromide (9.7 g) was added at room temperature to a stirred solution of 1-(6,7-dimethoxyquinazolin-4-yl)-4-(2-hydroxyethyl)piperidine (7.5 g) in ethanol free chloroform (200 cm3) and triethylamine (5.0 cm3). After stirring for 16 hours the volatile material was removed in vacuo and the residue was taken into aqueous sodium carbonate solution and extracted with chloroform (3×50 cm3). The dried (MgSO4) extracts were evaporated and the residue was chromatographed on "Florisil" (Trade M... As a reaction SMILES: [ClH:1].[C:2]([C:6]1[CH:11]=[CH:10][C:9]([CH2:12][C:13]2[NH:14][CH2:15][CH2:16][N:17]=2)=[C:8](C)[CH:7]=1)(C)([CH3:4])[CH3:3].C(C1C=CC(CC#N)=C(C)C=1)(C)(C)C>>[ClH:1].[CH:2]([C:6]1[CH:7]=[CH:8][C:9]([CH2:12][C:13]2[NH:17][CH2:16][CH2:15][N:14]=2)=[CH:10][CH:11]=1)([CH3:4])[CH3:3] |f:0.1,3.4|. The product is Cl.C(C)(C)C1=CC=C(C=C1)CC=1NCCN1 (4,5-Dihydro-2-[(4-isopropylphenyl)methyl]-1H-imidazole Hydrochloride). Reported procedure: 2-[(4-t-Butyl-2-methylphenyl)methyl]-4,5-dihydro-1H-imidazole hydrochloride, from 4-t-butyl-2-methylphenylacetonitrile (Example 4e); white solid, mp 255° C., Anal. C15H22N2.HCl.0.25H2O: C, H, N. The reactants are Cl.C(C)(C)(C)C1=CC(=C(C=C1)CC=1NCCN1)C (2-[(4-t-Butyl-2-methylphenyl)methyl]-4,5-dihydro-1H-imidazole hydrochloride), C(C)(C)(C)C1=CC(=C(C=C1)CC#N)C (4-t-butyl-2-methylphenylacetonitrile). Starting materials: CCOC(=O)C(C)(C)Oc1ccc(OCCc2nc(-c3ccccc3)oc2C)cc1Cc1ccccc1, C1CCOC1, CO, [Na+], [OH-]. The product is Cc1oc(-c2ccccc2)nc1CCOc1ccc(OC(C)(C)C(=O)O)c(Cc2ccccc2)c1. As a reaction SMILES: [CH2:1]([CH3:2])[O:3][C:4]([C:5]([CH3:6])([CH3:7])[O:8][c:9]1[c:10]([CH2:30][c:31]2[cH:32][cH:33][cH:34][cH:35][cH:36]2)[cH:11][c:12]([O:15][CH2:16][CH2:17][c:18]2[n:19][c:20](-[c:24]3[cH:25][cH:26][cH:27][cH:28][cH:29]3)[o:21][c:22]2[CH3:23])[cH:13][cH:14]1)=[O:37].[CH2:40]1[O:41][CH2:42][CH2:43][CH2:44]1.[CH3:45][OH:46].[Na+:39].[OH-:38]>>[O:3]=[C:4]([C:5]([CH3:6])([CH3:7])[O:8][c:9]1[c:10]([CH2:30][c:31]2[cH:32][cH:33][cH:34][cH:35][cH:36]2)[cH:11][c:12]([O:15][CH2:16][CH2:17][c:18]2[n:19][c:20](-[c:24]3[cH:25][cH:26][cH:27][cH:28][cH:29]3)[o:21][c:22]2[CH3:23])[cH:13][cH:14]1)[OH:37].